This data is from the Open Reaction Database (ORD), a public repository of structured organic reaction records. The task is: describe an organic reaction: reactants, conditions, products, and yield The reactants are CC1(C)OCc2cc(C3CN(CCCCCCOCCOS(C)(=O)=O)C(=O)O3)ccc2O1, C[Si](C)(C)CCOCN(C1CCCCC1)S(=O)(=O)c1cccc(CO)c1, [H-], [Na+], O=P([O-])([O-])[O-], CN(C)C=O, O. Yields the product CC1(C)OCc2cc(C3CN(CCCCCCOCCOCc4cccc(S(=O)(=O)N(COCC[Si](C)(C)C)C5CCCCC5)c4)C(=O)O3)ccc2O1. Reaction SMILES: [CH3:29][S:30]([O:31][CH2:34][CH2:35][O:36][CH2:37][CH2:38][CH2:39][CH2:40][CH2:41][CH2:42][N:43]1[C:44](=[O:60])[O:45][CH:46]([c:48]2[cH:49][c:50]3[c:51]([cH:58][cH:59]2)[O:52][C:53]([CH3:56])([CH3:57])[O:54][CH2:55]3)[CH2:47]1)(=[O:32])=[O:33].[CH:1]1([N:7]([S:8](=[O:9])(=[O:10])[c:11]2[cH:12][c:13]([CH2:17][OH:18])[cH:14][cH:15][cH:16]2)[CH2:19][O:20][CH2:21][CH2:22][Si:23]([CH3:24])([CH3:25])[CH3:26])[CH2:2][CH2:3][CH2:4][CH2:5][CH2:6]1.[H-:27].[Na+:28].[O-:61][P:62](=[O:63])([O-:64])[O-:65].[O:66]=[CH:67][N:68]([CH3:69])[CH3:70].[OH2:71]>>[CH:1]1([N:7]([S:8](=[O:9])(=[O:10])[c:11]2[cH:12][c:13]([CH2:17][O:18][CH2:34][CH2:35][O:36][CH2:37][CH2:38][CH2:39][CH2:40][CH2:41][CH2:42][N:43]3[C:44](=[O:60])[O:45][CH:46]([c:48]4[cH:49][c:50]5[c:51]([cH:58][cH:59]4)[O:52][C:53]([CH3:56])([CH3:57])[O:54][CH2:55]5)[CH2:47]3)[cH:14][cH:15][cH:16]2)[CH2:19][O:20][CH2:21][CH2:22][Si:23]([CH3:24])([CH3:25])[CH3:26])[CH2:2][CH2:3][CH2:4][CH2:5][CH2:6]1. The reactants are NC1=NN=NN1 (5-aminotetrazole), CC1=CC(=NC=C1)C(=O)O (4-methyl-2-pyridinecarboxylic acid), N,N'-carbonyldiimidazole, CN(C=O)C (dimethylformamide). Solvent: O1CCCC1 (tetrahydrofuran). Run at time 3 hour. Yields the product N1N=NN=C1NC(=O)C1=NC=CC(=C1)C (N-(5-tetrazolyl)-4-methyl-2-pyridinecarboxamide). Yield: 32.9%. As a reaction SMILES: [CH3:1][C:2]1[CH:7]=[CH:6][N:5]=[C:4]([C:8]([OH:10])=O)[CH:3]=1.CN(C)C=O.[NH2:16][C:17]1[NH:21][N:20]=[N:19][N:18]=1>O1CCCC1>[NH:18]1[C:17]([NH:16][C:8]([C:4]2[CH:3]=[C:2]([CH3:1])[CH:7]=[CH:6][N:5]=2)=[O:10])=[N:21][N:20]=[N:19]1. Procedure: A mixture of 1.06 g of 4-methyl-2-pyridinecarboxylic acid, 1.28 g of N,N'-carbonyldiimidazole, 25 ml of dimethylformamide and 12 ml of tetrahydrofuran is stirred at room temperature for 3 hours. 0.72 g of 5-aminotetrazole is added to the mixture and said mixture is stirred at 80° C. for 3 hours. Then, the reaction mixture is concentrated under reduced pressure to remove solvent. Water is added to the residue, and the aqueous mixture is adjusted to pH 2 with 10% hydrochloric acid. The crystalline... Starting materials: ClC1=CC=C(COC2=C3C(=NC(=NC3=CC=C2)N)N)C=C1 (5-(4-chlorobenzyloxy)quinazoline-2,4-diamine), CC(=O)O (HOAc), C(C)(=O)OC(C)=O (acetic anhydride). Product: C(C)(=O)NC1=NC2=CC=CC(=C2C(=N1)NC(C)=O)OCC1=CC=C(C=C1)Cl (N-[2-acetylamino-5-(4-chlorobenzyloxy)quinazolin-4-yl]acetamide). As a reaction SMILES: [Cl:1][C:2]1[CH:21]=[CH:20][C:5]([CH2:6][O:7][C:8]2[CH:17]=[CH:16][CH:15]=[C:14]3[C:9]=2[C:10]([NH2:19])=[N:11][C:12]([NH2:18])=[N:13]3)=[CH:4][CH:3]=1.[C:22](OC(=O)C)(=[O:24])[CH3:23].[CH3:29][C:30](O)=[O:31]>>[C:22]([NH:18][C:12]1[N:11]=[C:10]([NH:19][C:30](=[O:31])[CH3:29])[C:9]2[C:14](=[CH:15][CH:16]=[CH:17][C:8]=2[O:7][CH2:6][C:5]2[CH:4]=[CH:3][C:2]([Cl:1])=[CH:21][CH:20]=2)[N:13]=1)(=[O:24])[CH3:23]. Procedure details: 5-(4-Chlorobenzyloxy)-quinazoline-2,4-diamine (Example 2) (75 mg; 0.25 mmol) is dissolved in 1:1 HOAc: acetic anhydride and heated to 130° C. for 5 hours. After allowing the reaction to room temperature, the solvent is removed under N2 purge. The resulting solid is dissolved in minimal hot ethanol and allowed to cool to room temperature and the resulting crystals are filtered and dried under vacuum overnight to yield 20 milligrams of N-[2-acetylamino-5-(4-chlorobenzyloxy)quinazolin-4-yl]acetamid... RXN SMILES: [NH2:1][C:2]1[CH:3]=[N:4][C:5]2[C:10]([C:11]=1[NH:12][C:13]1[CH:18]=[CH:17][C:16]([N:19]3[CH2:24][CH2:23][CH:22]([C:25]([O:27][CH3:28])=[O:26])[CH2:21][CH2:20]3)=[C:15]([C:29]([F:32])([F:31])[F:30])[CH:14]=1)=[CH:9][C:8]([Br:33])=[CH:7][CH:6]=2.[H-].[Na+].Br[CH2:37][C:38](OCCCC)=[O:39]>CN(C=O)C>[Br:33][C:8]1[CH:7]=[CH:6][C:5]2[N:4]=[CH:3][C:2]3[NH:1][C:38](=[O:39])[CH2:37][N:12]([C:13]4[CH:18]=[CH:17][C:16]([N:19]5[CH2:20][CH2:21][CH:22]([C:25]([O:27][CH3:28])=[O:26])[CH2:23][CH2:24]5)=[C:15]([C:29]([F:31])([F:30])[F:32])[CH:14]=4)[C:11]=3[C:10]=2[CH:9]=1 |f:1.2|. Isolated yield 94.2%. The reactants are compound 8.3, NC=1C=NC2=CC=C(C=C2C1NC1=CC(=C(C=C1)N1CCC(CC1)C(=O)OC)C(F)(F)F)Br (methyl 1-(4-(3-amino-6-bromoquinolin-4-ylamino)-2-(trifluoromethyl)phenyl)piperidine-4-carboxylate), [H-].[Na+] (sodium hydride), BrCC(=O)OCCCC (Butyl bromoacetate). Solvent: CN(C)C=O (DMF). Procedure details: To a solution of compound 8.3 methyl 1-(4-(3-amino-6-bromoquinolin-4-ylamino)-2-(trifluoromethyl)phenyl)piperidine-4-carboxylate (60 mg, 0.115 mmol, 1 equiv.) in anhydrous DMF (3 mL) at 0° C. was added sodium hydride (60%, 5.0 mg, 0.126 mmol, 1.1 equiv.). After the mixture solution was stirred for 15minutes, tent-Butyl bromoacetate (19 mL, 0.126 mmol, 1.1 equiv.) was added. The resulting mixture was stirred overnight at room temperature under argon. Upon quenching with water, the mixture was con... Conditions: time 15 minute. Yields the product desired product 8.4, BrC1=CC=2C3=C(C=NC2C=C1)NC(CN3C3=CC(=C(C=C3)N3CCC(CC3)C(=O)OC)C(F)(F)F)=O (methyl 1-(4-(9-bromo-3-oxo-3,4-dihydropyrazino[2,3-c]quinolin-1(2H)-yl)-2-(trifluoromethyl)phenyl)piperidine-4-carboxylate). Starting materials: OC1(CCCC1)CC(=O)OC(C)(C)C (tert-butyl 2-(1-hydroxycyclopentyl)acetate), [H-].[Al+3].[Li+].[H-].[H-].[H-] (lithium aluminium hydride). The solvent is C1CCOC1 (THF). Run at time 8 hour. Yields the product OCCC1(CCCC1)O (1-(2-hydroxyethyl)cyclopentanol). Yield: 101.4%. Reaction SMILES: [OH:1][C:2]1([CH2:7][C:8](OC(C)(C)C)=[O:9])[CH2:6][CH2:5][CH2:4][CH2:3]1.[H-].[Al+3].[Li+].[H-].[H-].[H-]>C1COCC1>[OH:9][CH2:8][CH2:7][C:2]1([OH:1])[CH2:6][CH2:5][CH2:4][CH2:3]1 |f:1.2.3.4.5.6|. Procedure: To a solution of tert-butyl 2-(1-hydroxycyclopentyl)acetate (0.5 g, 2.5 mmol) in THF (10 mL) was added lithium aluminium hydride (0.28 g, 7.5 mmol) portionwise at 0° C. The reaction was stirred at room temperature overnight. The mixture was partitioned between ethyl acetate and water. The combined organic layer was dried over sodium sulfate, filtered and concentrated to give a crude product which was purified by column chromatography eluting with petroleum ether/ethyl acetate (1:1) to give 1-(2-... The reactants are BrC(C(=O)C1=CC=C(C=C1)NC(C)=O)CC (N-(4-(2-bromobutanoyl)phenyl)acetamide), CNC (dimethylamine), CCN(C(C)C)C(C)C (DIPEA). Solvent: C(Cl)(Cl)Cl (CHCl3), CO (MeOH), CO (MeOH). Reaction conditions: time 48 hour. Product: CN(C(C(=O)C1=CC=C(C=C1)NC(C)=O)CC)C (N-(4-(2-(dimethylamino)butanoyl)phenyl)acetamide). As a reaction SMILES: Br[CH:2]([CH2:15][CH3:16])[C:3]([C:5]1[CH:10]=[CH:9][C:8]([NH:11][C:12](=[O:14])[CH3:13])=[CH:7][CH:6]=1)=[O:4].[CH3:17][NH:18][CH3:19].CCN(C(C)C)C(C)C>C(Cl)(Cl)Cl.CO>[CH3:17][N:18]([CH3:19])[CH:2]([CH2:15][CH3:16])[C:3]([C:5]1[CH:10]=[CH:9][C:8]([NH:11][C:12](=[O:14])[CH3:13])=[CH:7][CH:6]=1)=[O:4]. Procedure: Step-3: A solution of N-(4-(2-bromobutanoyl)phenyl)acetamide (4.80 g, 16.9 mmol) in 30 mL CHCl3 and 30 mL MeOH was treated with 16.9 mL dimethylamine in MeOH (2M, 33.8 mmol) and DIPEA (2.90 mL, 16.9 mmol). After stirring at it for 48 hr, the mixture was concentrated in vacuo and the residue partitioned between DCM and saturated NaHCO3. The aqueous phase was extracted with DCM three times. The combined organic extracts were dried over Na2SO4 and concentrated. The residue was purified by silica ge... The reactants are BrCC(=O)C1=C(C=C(C=C1)OC)OC (2-bromo-2′,4′-dimethoxyacetophenone), C1(=CC=CC=C1)O (phenol), C(=O)([O-])[O-].[K+].[K+] (K2CO3). The solvent is CC(CC)=O (2-butanone), same solvent, CCOC(=O)C (EtOAc). Yields the product O(C1=CC=CC=C1)CC(=O)C1=C(C=C(C=C1)OC)OC (2-phenoxy-2′,4′-dimethoxyacetophenone). Isolated yield 84.6%. As a reaction SMILES: Br[CH2:2][C:3]([C:5]1[CH:10]=[CH:9][C:8]([O:11][CH3:12])=[CH:7][C:6]=1[O:13][CH3:14])=[O:4].[C:15]1([OH:21])[CH:20]=[CH:19][CH:18]=[CH:17][CH:16]=1.C([O-])([O-])=O.[K+].[K+]>CC(=O)CC.CCOC(C)=O>[O:21]([CH2:2][C:3]([C:5]1[CH:10]=[CH:9][C:8]([O:11][CH3:12])=[CH:7][C:6]=1[O:13][CH3:14])=[O:4])[C:15]1[CH:20]=[CH:19][CH:18]=[CH:17][CH:16]=1 |f:2.3.4|. Procedure details: A solution of 2-bromo-2′,4′-dimethoxyacetophenone (5 g, 19.1 mmols) in 25 mL of 2-butanone was added to a suspension of phenol (1.8 g, 19.1 mmols), K2CO3 (2.6 g, 19.1 mmols) and KI (41.5 mg, 0.25 mmols) in 20.0 mL of the same solvent. The solution was then refluxed for 20 hours. The mixture was filtered and the solvent was evaporated off under vacuum. The residue obtained was dissolved in EtOAc and washed with a 10% aqueous solution of NaOH and then with water. The organic extract was dried over...